Dataset: the Open Reaction Database (ORD), a public repository of structured organic reaction records. Task: describe an organic reaction: reactants, conditions, products, and yield The yield is 92.0%. The reactants are CO (Methanol), ice, BrC=1C=CC=C(C1OC)N (6-bromo-2-anisidine), solution, B(Br)(Br)Br (boron tribromide). Procedure details: To an ice cooled solution of 6-bromo-2-anisidine (1.01 g, 5 mmol) in methylene chloride (30 mL) was slowly added a 1.0 M solution of boron tribromide in methylene chloride (10 mL, 10 mmol) via syringe. The reaction was slowly warmed to room temperature and stirred overnight. Methanol (10 mL) was added and the solvents removed by rotoevaporation to give the title compound (0.87 g, 92% yield). The product is NC1=C(C=CC=C1Br)O (2-Amino-3-bromophenol). Run at time 8 hour. RXN SMILES: Br[C:2]1[CH:3]=[CH:4][CH:5]=[C:6]([NH2:10])[C:7]=1[O:8]C.B(Br)(Br)[Br:12].CO>C(Cl)Cl>[NH2:10][C:6]1[C:5]([Br:12])=[CH:4][CH:3]=[CH:2][C:7]=1[OH:8]. The solvent is C(Cl)Cl (methylene chloride), C(Cl)Cl (methylene chloride). Reactants: CC1C(NC(=O)OC(C)(C)C)C(=O)N1OCC(=O)OCc1ccccc1, CCO. Product: CC1C(NC(=O)OC(C)(C)C)C(=O)N1OCC(=O)O. RXN SMILES: [CH3:1][C:2]([CH3:3])([O:4][C:5](=[O:6])[NH:7][CH:8]1[C:9](=[O:25])[N:10]([O:13][CH2:14][C:15](=[O:16])[O:17][CH2:18][c:19]2[cH:20][cH:21][cH:22][cH:23][cH:24]2)[CH:11]1[CH3:12])[CH3:26].[CH3:27][CH2:28][OH:29]>>[CH3:1][C:2]([CH3:3])([O:4][C:5](=[O:6])[NH:7][CH:8]1[C:9](=[O:25])[N:10]([O:13][CH2:14][C:15](=[O:16])[OH:17])[CH:11]1[CH3:12])[CH3:26].